Dataset: the Open Reaction Database (ORD), a public repository of structured organic reaction records. Task: describe an organic reaction: reactants, conditions, products, and yield Reactants: ClC1=CC(=C(C(=C1)F)C(O)C1CC1)F ((4-Chloro-2,6-difluorophenyl)(cyclopropyl)methanol), FC(C(=O)O)(F)F (trifluoroacetic acid), FC1=CC=C2C=CNC2=C1CSC (6-Fluoro-7-[(methylsulfanyl)methyl]-1H-indole), ClCCl (dichloromethane). Run at time 30 minute. The product is ClC1=C(C=CC(=C1)F)C(C1=CNC2=C(C(=CC=C12)F)CSC)C1CC1 (3-[(2-Chloro-4-fluorophenyl)(cyclopropyl)methyl]-6-fluoro-7-[(methylsulfanyl)methyl]-1H-indole). Reaction SMILES: ClC1C=[C:6](F)[C:5]([CH:9]([CH:11]2[CH2:13][CH2:12]2)O)=[C:4](F)[CH:3]=1.F[C:16]([F:21])(F)[C:17](O)=O.[F:22][C:23]1[C:31]([CH2:32][S:33][CH3:34])=[C:30]2[C:26]([CH:27]=[CH:28][NH:29]2)=[CH:25][CH:24]=1.[Cl:35]CCl>>[Cl:35][C:4]1[CH:3]=[C:16]([F:21])[CH:17]=[CH:6][C:5]=1[CH:9]([CH:11]1[CH2:13][CH2:12]1)[C:27]1[C:26]2[C:30](=[C:31]([CH2:32][S:33][CH3:34])[C:23]([F:22])=[CH:24][CH:25]=2)[NH:29][CH:28]=1. Reported procedure: 514 mg (2.56 mmol) of the compound from Example 156A and 0.24 ml (3.07 mmol) of trifluoroacetic acid were added to 500 mg (2.56 mmol) of the compound from Example 9A in 4 ml of dichloromethane. The reaction mixture was stirred at RT for 30 min, and the crude product was then purified three times by preparative HPLC (mobile phase: acetonitrile/water gradient) and once by flash chromatography on silica gel (mobile phase: cyclohexane/ethyl acetate 10/1). 404 mg (41% of theory) of the title compound... The reactants are FC1=CC=C(C=C1)C=1OC(=C(N1)CC(=O)OCC)C(C)C (ethyl 2-[2-(4-fluorophenyl)-5-isopropyl-4-oxazolyl]acetate), CO (methanol), [OH-].[K+] (potassium hydroxide). The solvent is O (water). Yields the product FC1=CC=C(C=C1)C=1OC(=C(N1)CC(=O)O)C(C)C (2-[2-(4-fluorophenyl)-5-isopropyl-4-oxazolyl]acetic acid). The yield is 83.0%. RXN SMILES: [F:1][C:2]1[CH:7]=[CH:6][C:5]([C:8]2[O:9][C:10]([CH:19]([CH3:21])[CH3:20])=[C:11]([CH2:13][C:14]([O:16]CC)=[O:15])[N:12]=2)=[CH:4][CH:3]=1.CO.[OH-].[K+]>O>[F:1][C:2]1[CH:3]=[CH:4][C:5]([C:8]2[O:9][C:10]([CH:19]([CH3:21])[CH3:20])=[C:11]([CH2:13][C:14]([OH:16])=[O:15])[N:12]=2)=[CH:6][CH:7]=1 |f:2.3|. Reported procedure: 2.0 g of ethyl 2-[2-(4-fluorophenyl)-5-isopropyl-4-oxazolyl]acetate, 15 ml of methanol, 5 ml of water and 0.8 g of potassium hydroxide are treated in the same manner as described in Example 8. 1.5 g of 2-[2-(4-fluorophenyl)-5-isopropyl-4-oxazolyl]acetic acid are thereby obtained. Yield: 83.3%. The reactants are CC(=O)O (AcOH), [Si](C)(C)(C(C)(C)C)O[C@H]1CN=C(C1)C1=CC(=CC=C1)F ((R)-3-(tert-butyldimethylsilyloxy)-5-(3-fluorophenyl)-3,4-dihydro-2H-pyrrole), [BH4-].[Na+] (NaBH4). Run in CO (methanol). Product: FC=1C=C(C=CC1)[C@H]1C[C@H](CN1)O ((3R,5R)-5-(3-fluorophenyl)pyrrolidin-3-ol). Yield: 95.0%. Reaction SMILES: [Si]([O:8][C@@H:9]1[CH2:13][C:12]([C:14]2[CH:19]=[CH:18][CH:17]=[C:16]([F:20])[CH:15]=2)=[N:11][CH2:10]1)(C(C)(C)C)(C)C.CC(O)=O.[BH4-].[Na+]>CO>[F:20][C:16]1[CH:15]=[C:14]([C@@H:12]2[NH:11][CH2:10][C@H:9]([OH:8])[CH2:13]2)[CH:19]=[CH:18][CH:17]=1 |f:2.3|. Procedure details: (R)-3-(tert-butyldimethylsilyloxy)-5-(3-fluorophenyl)-3,4-dihydro-2H-pyrrole (5.0 g, 17.0 mmol) was dissolved in 50 mL methanol and 10 mL AcOH and cooled to −40° C. NaBH4 (1.6 g, 43 mmol) was slowly added in small portions. The reaction was allowed to warm to ambient temperature. Most of the solvent was removed by rotary evaporation. The reaction was taken up in 200 mL of EtOAc, washed with 1 N NaOH, and filtered through Phase Separator filter paper, and concentrated. The crude product was taken... Starting materials: CC(=O)[O-], CCO, O=Cc1ccc(Cl)cc1, NOCC(=O)O, [Na+]. The product is O=C(O)CON=Cc1ccc(Cl)cc1. Reaction SMILES: [CH3:17][C:18](=[O:19])[O-:20].[CH3:21][CH2:22][OH:23].[Cl:1][c:2]1[cH:3][cH:4][c:5]([CH:6]=[O:7])[cH:8][cH:9]1.[NH2:10][O:11][CH2:12][C:13](=[O:14])[OH:15].[Na+:16]>>[Cl:1][c:2]1[cH:3][cH:4][c:5]([CH:6]=[N:10][O:11][CH2:12][C:13](=[O:14])[OH:15])[cH:8][cH:9]1. Starting materials: O=[N+]([O-])[O-].[O-][N+]([O-])=O.[O-][N+]([O-])=O.[O-][N+]([O-])=O.[O-][N+]([O-])=O.[O-][N+]([O-])=O.[Ce+4].[NH4+].[NH4+] (CAN), C[Si](/C=C/C(C)=O)(C)C (trans-4-(trimethylsilyl)-3-buten-2-one), C(C)(=O)OC(=C)C (isopropenyl acetate). Product: C(C)(=O)OC(=C)\C=C\[Si](C)(C)C (trans-2-(acetyloxy)-4-(trimethylsilyl)-1,3-butadiene). Reaction SMILES: O=[N+]([O-])[O-].[O-][N+](=O)[O-].[O-][N+](=O)[O-].[O-][N+](=O)[O-].[O-][N+](=O)[O-].[O-][N+](=O)[O-].[Ce+4].[NH4+].[NH4+].[CH3:28][Si:29]([CH3:36])([CH3:35])/[CH:30]=[CH:31]/[C:32](=[O:34])[CH3:33].[C:37](OC(C)=C)(=[O:39])[CH3:38]>>[C:37]([O:34][C:32](/[CH:31]=[CH:30]/[Si:29]([CH3:36])([CH3:35])[CH3:28])=[CH2:33])(=[O:39])[CH3:38] |f:0.1.2.3.4.5.6.7.8|. Reported procedure: In a typical example, wherein R is acetyloxy and X is hydrogen, 3-butyne-2-ol (I) is reacted with butyl lithium and chlorotrimethylsilane and then with acid to give 4-(trimethylsilyl)-3-butyn-3-ol (II) which is hydrogenated in the presence of quinoline and benzene with palladium on barium sulfate as catalyst to give cis-4-(trimethylsilyl)-3-buten-2-ol (III). cis-4-(Trimethylsilyl)-3-buten-2-ol (III) is treated with Jones Reagent (a solution of chromic acid and sulfuric acid in water) at a temper... Product: ClC1=CC=C(C=C1)C=CC(C(C)(C)C)(O)N1N=CN=C1 (1-(4-chlorophenyl)-4,4-dimethyl-3-(1,2,4-triazol-1-yl)-1-penten-3-ol). Yield: 80.9%. Reactants: ClC1=CC=C(C=C1)C=CC1(OC1)C(C)(C)C (2-(4-chlorophenyl-ethenyl)-2-tert.-butyl-oxirane), N1N=CN=C1 (1,2,4-triazole). The solvent is C(C)O (ethanol). RXN SMILES: [Cl:1][C:2]1[CH:7]=[CH:6][C:5]([CH:8]=[CH:9][C:10]2([C:13]([CH3:16])([CH3:15])[CH3:14])C[O:11]2)=[CH:4][CH:3]=1.[NH:17]1[CH:21]=[N:20][CH:19]=[N:18]1>C(O)C>[Cl:1][C:2]1[CH:7]=[CH:6][C:5]([CH:8]=[CH:9][C:10]([N:17]2[CH:21]=[N:20][CH:19]=[N:18]2)([OH:11])[C:13]([CH3:16])([CH3:15])[CH3:14])=[CH:4][CH:3]=1. Procedure: A solution of 17.75 g (0.075 mol) of 2-(4-chlorophenyl-ethenyl)-2-tert.-butyl-oxirane and 6.9 g (0.1 mol) of 1,2,4-triazole in 30 ml of ethanol was heated in a bomb tube at 150° C. for 20 hours. The reaction mixture was thereafter concentrated, and the crystalline residue was stirred with ether. The solid material was then filtered off under suction and was recrystallized from acetonitrile. 17.7 g (77% of theory) of 1-(4-chlorophenyl)-4,4-dimethyl-3-(1,2,4-triazol-1-yl)-1-penten-3-ol of melting ... The reactants are ClC1=NC2=C(C=CC=C2C=C1)C1=CC=2C(NCCC2N1)=O (2-(2-chloroquinolin-8-yl)-6,7-dihydro-1H-pyrrolo[3,2-c]pyridin-4(5H)-one), CC(C)C1=CC(=C(C(=C1)C(C)C)C2=C(C=CC(=C2P(C3CCCCC3)C4CCCCC4)OC)OC)C(C)C (Brettphos), [Li+].C[Si](C)(C)[N-][Si](C)(C)C (LHMDS), N1=C(C=CC=C1)N (pyridin-2-amine), CC(C)C1=CC(=C(C(=C1)C(C)C)C2=C(C=CC(=C2P(C3CCCCC3)C4CCCCC4)OC)OC)C(C)C (BrettPhos). Run at temperature 150 celsius. Product: N1=C(C=CC=C1)NC1=NC2=C(C=CC=C2C=C1)C1=CC=2C(NCCC2N1)=O (2-(2-(pyridin-2-ylamino)quinolin-8-yl)-6,7-dihydro-1H-pyrrolo[3,2-c]pyridin-4(5H)-one). Yield: 29.0%. As a reaction SMILES: Cl[C:2]1[CH:11]=[CH:10][C:9]2[C:4](=[C:5]([C:12]3[NH:20][C:19]4[CH2:18][CH2:17][NH:16][C:15](=[O:21])[C:14]=4[CH:13]=3)[CH:6]=[CH:7][CH:8]=2)[N:3]=1.[N:22]1[CH:27]=[CH:26][CH:25]=[CH:24][C:23]=1[NH2:28].CC(C1C=C(C(C)C)C(C2C(P(C3CCCCC3)C3CCCCC3)=C(OC)C=CC=2OC)=C(C(C)C)C=1)C.[Li+].C[Si]([N-][Si](C)(C)C)(C)C>>[N:22]1[CH:27]=[CH:26][CH:25]=[CH:24][C:23]=1[NH:28][C:2]1[CH:11]=[CH:10][C:9]2[C:4](=[C:5]([C:12]3[NH:20][C:19]4[CH2:18][CH2:17][NH:16][C:15](=[O:21])[C:14]=4[CH:13]=3)[CH:6]=[CH:7][CH:8]=2)[N:3]=1 |f:3.4|. Procedure: Prepared similarly to that described in Example 82 using 2-(2-chloroquinolin-8-yl)-6,7-dihydro-1H-pyrrolo[3,2-c]pyridin-4(5H)-one (Example 1; 154 mg, 0.517 mmol), pyridin-2-amine (58.4 mg, 0.621 mmol, Aldrich), BrettPhos precat (Strem, Newburyport, Mass.; 21.90 mg, 0.026 mmol), Brettphos (Strem, Newburyport, Mass.; 15.12 mg, 0.026 mmol), and LHMDS (1.0M in THF; 1138 μl, 1.138 mmol), heating at 150° C. for 30 min in a microwave reactor (Biotage Initiator). Purification by silica gel (100% DCM to ...